From a dataset of the Open Reaction Database (ORD), a public repository of structured organic reaction records. describe an organic reaction: reactants, conditions, products, and yield Reactants: C1(C=CC(N1)=O)=O (maleimide), C(=C)OCCCCCCCCCCCCCCCC (n-hexadecyl vinyl ether). The product is C1(C=CC(N1)=O)=O.C(=C)OCCCCCCCCCCCCCCCC (Maleimide Hexadecyl Vinyl Ether). Yield: 62.0%. Reaction SMILES: [C:1]1(=[O:7])[NH:5][C:4](=[O:6])[CH:3]=[CH:2]1.[CH:8]([O:10][CH2:11][CH2:12][CH2:13][CH2:14][CH2:15][CH2:16][CH2:17][CH2:18][CH2:19][CH2:20][CH2:21][CH2:22][CH2:23][CH2:24][CH2:25][CH3:26])=[CH2:9]>>[C:4]1(=[O:6])[NH:5][C:1](=[O:7])[CH:2]=[CH:3]1.[CH:8]([O:10][CH2:11][CH2:12][CH2:13][CH2:14][CH2:15][CH2:16][CH2:17][CH2:18][CH2:19][CH2:20][CH2:21][CH2:22][CH2:23][CH2:24][CH2:25][CH3:26])=[CH2:9] |f:2.3|. Reported procedure: A polymer was prepared in the manner of Example 1, except the comonomer to maleimide was n-hexadecyl vinyl ether. The polymer yield was 62%. Starting materials: [Br-].C(C)(=O)OC[Zn+] (acetoxymethylzinc bromide), ClC1=NC=CC(=N1)OC=1C(=C2C=C(NC2=CC1)C)F (5-(2-chloropyrimidin-4-yloxy)-4-fluoro-2-methyl-1H-indole), COC=1C=CC=C(C1C=2C=CC=CC2P(C3CCCCC3)C4CCCCC4)OC (S-phos), BrCCBr (1,2-Dibromoethane), [NH4+].[Cl-] (NH4Cl), C[Si](C)(C)Cl (TMSCl), C(C)(=O)OCBr (bromomethyl acetate). Reagents/catalysts: C(C)(=O)[O-].[Pd+2].C(C)(=O)[O-] (palladium acetate), [Zn] (Zinc), [Zn] (zinc), [Zn] (Zinc). The solvent is CN(C)C=O (DMF), CN(C)C=O (DMF). Run at temperature 60 celsius, time 2.5 hour. Product: C(C)(=O)OCC1=NC=CC(=N1)OC=1C(=C2C=C(NC2=CC1)C)F ((4-(4-fluoro-2-methyl-1H-indol-5-yloxy)pyrimidin-2-yl)methyl acetate). Reaction SMILES: BrCCBr.C[Si](Cl)(C)C.[C:10]([O:13][CH2:14]Br)(=[O:12])[CH3:11].[Br-].C(OC[Zn+])(=O)C.Cl[C:24]1[N:29]=[C:28]([O:30][C:31]2[C:32]([F:41])=[C:33]3[C:37](=[CH:38][CH:39]=2)[NH:36][C:35]([CH3:40])=[CH:34]3)[CH:27]=[CH:26][N:25]=1.COC1C=CC=C(OC)C=1C1C=CC=CC=1P(C1CCCCC1)C1CCCCC1.[NH4+].[Cl-]>CN(C=O)C.[Zn].C([O-])(=O)C.[Pd+2].C([O-])(=O)C>[C:10]([O:13][CH2:14][C:24]1[N:29]=[C:28]([O:30][C:31]2[C:32]([F:41])=[C:33]3[C:37](=[CH:38][CH:39]=2)[NH:36][C:35]([CH3:40])=[CH:34]3)[CH:27]=[CH:26][N:25]=1)(=[O:12])[CH3:11] |f:3.4,7.8,11.12.13|. Procedure: 1,2-Dibromoethane (425 μL, 5.0 mmol) is added to a suspension of zinc powder (2.83 g, 43.2 mmol) in dry DMF (8 mL). The reaction mixture is heated at 60° C. for 10 min, then cooled to room temperature. TMSCl (500 μl, 4.0 mmol) is added (caution: exothermic!) and the resulting mixture is sonicated for 30 min. Zinc powder is allowed to settle and the supernatant is removed by syringe. DMF (8 mL) is added, followed by bromomethyl acetate (2.12 mL, 21.61 mmol). The mixture is stirred at 23° C. for 2... Reactants: C(C)(=O)OCC (ethyl acetate), C1NCCCC2=C1C=CC(=C2)OC2=NC=C(C(=O)N)C=C2 (6-(2,3,4,5-tetrahydro-1H-benzo[c]azepin-7-yloxy)nicotinamide), C(=O)([O-])[O-].[K+].[K+] (K2CO3), BrCCCCCC (1-bromohexane). The solvent is CN(C)C=O (DMF). Reaction conditions: temperature 70 celsius. The product is C(CCCCC)N1CC2=C(CCC1)C=C(C=C2)OC2=NC=C(C(=O)N)C=C2 (6-(2-Hexyl-2,3,4,5-tetrahydro-1H-benzo[c]azepin-7-yloxy)nicotinamide). Reaction SMILES: [CH2:1]1[C:7]2[CH:8]=[CH:9][C:10]([O:12][C:13]3[CH:21]=[CH:20][C:16]([C:17]([NH2:19])=[O:18])=[CH:15][N:14]=3)=[CH:11][C:6]=2[CH2:5][CH2:4][CH2:3][NH:2]1.C([O-])([O-])=O.[K+].[K+].Br[CH2:29][CH2:30][CH2:31][CH2:32][CH2:33][CH3:34].C(OCC)(=O)C>CN(C=O)C>[CH2:29]([N:2]1[CH2:3][CH2:4][CH2:5][C:6]2[CH:11]=[C:10]([O:12][C:13]3[CH:21]=[CH:20][C:16]([C:17]([NH2:19])=[O:18])=[CH:15][N:14]=3)[CH:9]=[CH:8][C:7]=2[CH2:1]1)[CH2:30][CH2:31][CH2:32][CH2:33][CH3:34] |f:1.2.3|. Procedure: Mix 6-(2,3,4,5-tetrahydro-1H-benzo[c]azepin-7-yloxy)nicotinamide (Example 447, Part E, 0.300 g, 1.06 mmol), K2CO3 (0.366 g, 2.65 mmol), and 1-bromohexane (0.192 g, 1.16 mmol) in DMF (5.3 mL). Heat at 70° C. overnight, then increase the temperature to 100° C. for additional two hours. Cool the reaction mixture to room temperature and add ethyl acetate (150 mL). Wash with 1.0 N NaOH (1×50 mL), brine (1×50 mL), dry the organic layer over Na2SO4, filter and concentrate. Purify by flash chromatograph... Starting materials: hydrochloride salt, CC1=CC=C(C=C1)S(=O)(=O)OCC1OC2=C(C1)C=CC=C2C2=C(C=CC(=C2)Cl)Cl ((±)-[7-(2,5-dichlorophenyl)-2,3-dihydro-1-benzofuran-2-yl]methyl 4-methylbenzenesulfonate), CN (methylamine). Yields the product CNCC1OC2=C(C1)C=CC=C2C2=C(C=CC(=C2)Cl)Cl (N-methyl-1-[7-(2,5-dichlorophenyl)-2,3-dihydro-1-benzofuran-2-yl]methanamine). RXN SMILES: CC1C=CC(S(O[CH2:12][CH:13]2[CH2:17][C:16]3[CH:18]=[CH:19][CH:20]=[C:21]([C:22]4[CH:27]=[C:26]([Cl:28])[CH:25]=[CH:24][C:23]=4[Cl:29])[C:15]=3[O:14]2)(=O)=O)=CC=1.[CH3:30][NH2:31]>>[CH3:30][NH:31][CH2:12][CH:13]1[CH2:17][C:16]2[CH:18]=[CH:19][CH:20]=[C:21]([C:22]3[CH:27]=[C:26]([Cl:28])[CH:25]=[CH:24][C:23]=3[Cl:29])[C:15]=2[O:14]1. Procedure: The title compound was prepared (0.068 g, 83%) following the general procedure of Example 390 as a white solid, hydrochloride salt from (±)-[7-(2,5-dichlorophenyl)-2,3-dihydro-1-benzofuran-2-yl]methyl 4-methylbenzenesulfonate (0.120 g, 0.26 mmol) and methylamine (1.24 g, 40.0 mmol). mp 147-149° C. The reactants are NCCSC=1N=CN2C1SC(=C2)C=2[C@@H]([C@H]1N(C2C(=O)[O-])C([C@@H]1[C@@H](C)O)=O)C.[Na+] (sodium (1S,5R,6S)-2-[7-(2-aminoethyl)thioimidazo[5,1-b]thiazol-2-yl]-6-((1R)-1-hydroxyethyl)-1-methyl-1-carbapen-2-em-3-carboxylate), Cl.C(C)OC(C)=N (ethylacetimidate hydrochloride). Product: C(C)(=N)NCCSC=1N=CN2C1SC(=C2)C=2[C@@H]([C@H]1N(C2C(=O)[O-])C([C@@H]1[C@@H](C)O)=O)C.[Na+] (Sodium (1S,5R,6S)-2-[7-(2-acetimidoylaminoethyl)thioimidazo[5,1-b]thiazol-2-yl]-6-((1R)-1-hydroxyethyl)-1-methyl-1-carbapen-2-em-3-carboxylate). The yield is 19.3%. RXN SMILES: [NH2:1][CH2:2][CH2:3][S:4][C:5]1[N:6]=[CH:7][N:8]2[CH:12]=[C:11]([C:13]3[C@H:14]([CH3:27])[C@@H:15]4[C@@H:22]([C@H:23]([OH:25])[CH3:24])[C:21](=[O:26])[N:16]4[C:17]=3[C:18]([O-:20])=[O:19])[S:10][C:9]=12.[Na+:28].Cl.C(O[C:33](=[NH:35])[CH3:34])C>>[C:33]([NH:1][CH2:2][CH2:3][S:4][C:5]1[N:6]=[CH:7][N:8]2[CH:12]=[C:11]([C:13]3[C@H:14]([CH3:27])[C@@H:15]4[C@@H:22]([C@H:23]([OH:25])[CH3:24])[C:21](=[O:26])[N:16]4[C:17]=3[C:18]([O-:20])=[O:19])[S:10][C:9]=12)(=[NH:35])[CH3:34].[Na+:28] |f:0.1,2.3,4.5|. Procedure details: The procedure of Example 12 was repeated, except that 44.0 mg of sodium (1S,5R,6S)-2-[7-(2-aminoethyl)thioimidazo[5,1-b]thiazol-2-yl]-6-((1R)-1-hydroxyethyl)-1-methyl-1-carbapen-2-em-3-carboxylate and 63 mg of ethylacetimidate hydrochloride were used as the starting compounds. Thus, 9.3 mg of the title compound was prepared.